This data is from the Open Reaction Database (ORD), a public repository of structured organic reaction records. The task is: describe an organic reaction: reactants, conditions, products, and yield Reactants: O=Cc1cc(Br)ccc1OCc1ccccc1, Cl, NO, c1ccncc1. The product is ON=Cc1cc(Br)ccc1OCc1ccccc1. As a reaction SMILES: [CH2:1]([c:2]1[cH:3][cH:4][cH:5][cH:6][cH:7]1)[O:8][c:9]1[c:10]([CH:11]=[O:12])[cH:13][c:14]([Br:17])[cH:15][cH:16]1.[ClH:18].[NH2:19][OH:20].[cH:21]1[cH:22][cH:23][n:24][cH:25][cH:26]1>>[CH2:1]([c:2]1[cH:3][cH:4][cH:5][cH:6][cH:7]1)[O:8][c:9]1[c:10]([CH:11]=[N:19][OH:20])[cH:13][c:14]([Br:17])[cH:15][cH:16]1. Reactants: COC(\C=C\C=1C=C2C(CC3(CCN(CC3)C(=O)OC(C)(C)C)OC2=CC1)=O)=O ((E)-3-{1′-tert-butoxycarbonyl-4-oxo-spiro[chromane-2,4′-piperidine]-6-yl}-acrylic acid methyl ester), COC(\C=C\C=1C=C2C(CC3(CCN(CC3)C(=O)OC(C)(C)C)OC2=CC1)=O)=O ((E)-3-{1′-tert-butoxycarbonyl-4-oxo-spiro[chromane-2,4′-piperidine]-6-yl}-acrylic acid methyl ester), BrCCC1=CC=C(C=C1)C (1-(2-bromo-ethyl)-4-methyl-benzene). The product is COC(\C=C\C=1C=C2C(CC3(CCN(CC3)CCC3=CC=C(C=C3)C)OC2=CC1)=O)=O ((E)-3-{1′-[2-(4-methyl-phenyl)-ethyl]-4-oxo-spiro[chromane-2,4′-piperidine]-6-yl}-acrylic acid methyl ester). Isolated yield 89.7%. Reaction SMILES: [CH3:1][O:2][C:3](=[O:29])/[CH:4]=[CH:5]/[C:6]1[CH:7]=[C:8]2[C:25](=[CH:26][CH:27]=1)[O:24][C:11]1([CH2:16][CH2:15][N:14](C(OC(C)(C)C)=O)[CH2:13][CH2:12]1)[CH2:10][C:9]2=[O:28].Br[CH2:31][CH2:32][C:33]1[CH:38]=[CH:37][C:36]([CH3:39])=[CH:35][CH:34]=1>>[CH3:1][O:2][C:3](=[O:29])/[CH:4]=[CH:5]/[C:6]1[CH:7]=[C:8]2[C:25](=[CH:26][CH:27]=1)[O:24][C:11]1([CH2:12][CH2:13][N:14]([CH2:31][CH2:32][C:33]3[CH:38]=[CH:37][C:36]([CH3:39])=[CH:35][CH:34]=3)[CH2:15][CH2:16]1)[CH2:10][C:9]2=[O:28]. Procedure: (E)-3-{4-Oxo-spiro[chromane-2,4′-piperidine]-6-yl}-acrylic acid methyl ester (253 mg, 0.749 mmol, Intermediate 1, hydrochloride salt) was alkylated using 1-(2-bromo-ethyl)-4-methyl-benzene (0.23 ml, 1.5 mmol) as described in Example 56, Step A, giving (E)-3-{1′-[2-(4-methyl-phenyl)-ethyl]-4-oxo-spiro[chromane-2,4′-piperidine]-6-yl}-acrylic acid methyl ester (282 mg) as a light brown solid. Reactants: CN(C)C=O, [Cl-], O=C(OCCl)c1ccc(C(F)(F)F)cc1, O=c1nc(-c2cc(C(F)(F)F)ccn2)[nH]o1, [H-], [NH4+], [Na+]. Product: O=C(OCn1c(-c2cc(C(F)(F)F)ccn2)noc1=O)c1ccc(C(F)(F)F)cc1. RXN SMILES: [CH3:36][N:37]([CH3:38])[CH:39]=[O:40].[Cl-:34].[F:19][C:20]([c:21]1[cH:22][cH:23][c:24]([C:25](=[O:26])[O:27][CH2:28][Cl:29])[cH:30][cH:31]1)([F:32])[F:33].[F:3][C:4]([c:5]1[cH:6][c:7](-[c:11]2[nH:12][o:13][c:14](=[O:16])[n:15]2)[n:8][cH:9][cH:10]1)([F:17])[F:18].[H-:1].[NH4+:35].[Na+:2]>>[F:3][C:4]([c:5]1[cH:6][c:7](-[c:11]2[n:12][o:13][c:14](=[O:16])[n:15]2[CH2:28][O:27][C:25]([c:24]2[cH:23][cH:22][c:21]([C:20]([F:19])([F:32])[F:33])[cH:31][cH:30]2)=[O:26])[n:8][cH:9][cH:10]1)([F:17])[F:18].